This data is from the Open Reaction Database (ORD), a public repository of structured organic reaction records. The task is: describe an organic reaction: reactants, conditions, products, and yield RXN SMILES: CS([O:5][CH2:6][C:7]1[C:8]([C:16]2[C:21]([F:22])=[CH:20][C:19]([O:23][CH3:24])=[CH:18][C:17]=2[F:25])=[N:9][S:10][C:11]=1[C:12]([F:15])([F:14])[F:13])(=O)=O.[C:26]([O-:30])(=[O:29])[CH2:27][CH3:28]>>[F:25][C:17]1[CH:18]=[C:19]([O:23][CH3:24])[CH:20]=[C:21]([F:22])[C:16]=1[C:8]1[C:7]([CH2:6][O:5][C:16]2[C:21]([F:22])=[CH:20][C:19]([CH2:28][CH2:27][C:26]([OH:30])=[O:29])=[CH:18][C:17]=2[F:25])=[C:11]([C:12]([F:15])([F:14])[F:13])[S:10][N:9]=1. Reactants: CS(=O)(=O)OCC=1C(=NSC1C(F)(F)F)C1=C(C=C(C=C1F)OC)F ((3-(2,6-difluoro-4-methoxyphenyl)-5-(trifluoromethyl) isothiazol-4-yl)methyl methanesulfonate), C(CC)(=O)[O-] (propanoate). Yields the product FC1=C(C(=CC(=C1)OC)F)C1=NSC(=C1COC1=C(C=C(C=C1F)CCC(=O)O)F)C(F)(F)F (3-(4-[[3-(2,6-difluoro-4-methoxyphenyl)-5-(trifluoromethyl)-1,2-thiazol-4-yl]methoxy]-3,5-difluorophenyl)propanoic acid). Procedure details: The title compound was prepared according to the procedure described in Example 1 starting following Step 5 and 6 coupling (3-(2,6-difluoro-4-methoxyphenyl)-5-(trifluoromethyl) isothiazol-4-yl)methyl methanesulfonate and ethyl 3-(4-hydroxy-3,5-difluoro)phenyl)propanoate followed by hydrolysis to afford the desired product as an off-white solid. 1H NMR (300 MHz, CD3OD) δ 6.55-6.69 (m, 4H), 5.01 (s, 2H), 3.78 (s, 3H), 2.70 (t, J=7.2 Hz, 2H), 2.47 (t, J=7.5 Hz, 2H). Mass spectrum (ESI, m/z): Calcd.... Reactants: COC(=O)C(=Cc1ccc(OCCc2nc(-c3ccccc3)oc2C)c2ccsc12)OC, CO, Cl, [K+], [OH-], O. Product: COC(=Cc1ccc(OCCc2nc(-c3ccccc3)oc2C)c2ccsc12)C(=O)O. As a reaction SMILES: [CH3:1][O:2][C:3]([C:4](=[CH:5][c:6]1[cH:7][cH:8][c:9]([O:15][CH2:16][CH2:17][c:18]2[n:19][c:20](-[c:24]3[cH:25][cH:26][cH:27][cH:28][cH:29]3)[o:21][c:22]2[CH3:23])[c:10]2[c:11]1[s:12][cH:13][cH:14]2)[O:30][CH3:31])=[O:32].[CH3:36][OH:37].[ClH:35].[K+:34].[OH-:33].[OH2:38]>>[O:2]=[C:3]([C:4](=[CH:5][c:6]1[cH:7][cH:8][c:9]([O:15][CH2:16][CH2:17][c:18]2[n:19][c:20](-[c:24]3[cH:25][cH:26][cH:27][cH:28][cH:29]3)[o:21][c:22]2[CH3:23])[c:10]2[c:11]1[s:12][cH:13][cH:14]2)[O:30][CH3:31])[OH:32]. Run in C(C)O (ethanol), C(C)O (ethanol). Reaction SMILES: [NH2:1][C:2]1[C:3]([C:8]#[N:9])=[N:4][CH:5]=[CH:6][N:7]=1.[O:10]([CH2:17][C:18](N)=[NH:19])[C:11]1[CH:16]=[CH:15][CH:14]=[CH:13][CH:12]=1>C(O)C>[NH2:9][C:8]1[C:3]2[C:2](=[N:7][CH:6]=[CH:5][N:4]=2)[N:1]=[C:18]([CH2:17][O:10][C:11]2[CH:16]=[CH:15][CH:14]=[CH:13][CH:12]=2)[N:19]=1. Starting materials: NC=1C(=NC=CN1)C#N (3-amino-2-pyrazinecarbonitrile), O(C1=CC=CC=C1)CC(=N)N (2-phenoxyacetamidine). Procedure: Obtained using the procedure described in section c of Example 2, starting with 3.0 g (0.025 mole) of 3-amino-2-pyrazinecarbonitrile and 3.8 g (0.025 mole) of 2-phenoxyacetamidine [prepared according to C. Djerassi and C. R. Scholz, J. Am. Chem. Soc., 1947, 69, 1688] in 100 ml if absolute ethanol. Refluxing time: 4 hours. Yld: 5.4 g (85%), m.p. 202°-204° C. (ethanol). Yields the product NC1=NC(=NC2=NC=CN=C12)COC1=CC=CC=C1 (4-Amino-2-(phenoxymethyl)pteridine). Reactants: C1(=CC=CC=C1)NC(=S)NC1=CC=CC=C1 (1,3-Diphenylthiourea), C1(=CC=CC=C1)P(C1=CC=CC=C1)C1=CC=CC=C1 (triphenylphosphine), C(Cl)(Cl)(Cl)Cl (carbon tetrachloride). The solvent is C(Cl)Cl (methylene chloride). The product is C1(=CC=CC=C1)N=C=NC1=CC=CC=C1 (Diphenylcarbodiimide). RXN SMILES: [C:1]1([NH:7][C:8]([NH:10][C:11]2[CH:16]=[CH:15][CH:14]=[CH:13][CH:12]=2)=S)[CH:6]=[CH:5][CH:4]=[CH:3][CH:2]=1.C1(P(C2C=CC=CC=2)C2C=CC=CC=2)C=CC=CC=1.C(Cl)(Cl)(Cl)Cl>C(Cl)Cl>[C:11]1([N:10]=[C:8]=[N:7][C:1]2[CH:6]=[CH:5][CH:4]=[CH:3][CH:2]=2)[CH:12]=[CH:13][CH:14]=[CH:15][CH:16]=1. Procedure details: 1,3-Diphenylthiourea (22.8 g), triphenylphosphine (10.1 g) triethylamine (10.1 g) and carbon tetrachloride (21.6 g) were refluxed for 4 hours in methylene chloride (300 ml). The solvent was removed under vacuum. The residue was shaken with hexane (300 ml); the hexane solution was evaporated and the residue was distilled to afford the title compound as an oil bp 115°-120°/0.3 mm. Similarly, by using this procedure, but employing other 1,3-disubstituted thioureas instead of 1,3-diphenylthiourea, o... Starting materials: C1COCCN1, CC(C)(C)OC(=O)C1=CC(=CN=C1)Br. Reagents/catalysts: C(=O)([O-])[O-].[Cs+].[Cs+], C1=CC=C(C=C1)P(C2=CC=CC=C2)C3=C(C4=CC=CC=C4C=C3)C5=C(C=CC6=CC=CC=C65)P(C7=CC=CC=C7)C8=CC=CC=C8, CC(=O)O.CC(=O)O.[Pd]. Run in CC1=CC=CC=C1. Conditions: temperature 80 celsius. Yields the product CC(C)(C)OC(=O)C1=CC(=CN=C1)N2CCOCC2. Yield: 26.6%. Reported procedure: tert-butyl 5-bromonicotinate (1.4 g, 5.42 mmol), morpholine (0.591 ml, 6.78 mmol), cesium carbonate (3.53 g, 10.85 mmol) and 2,2'-bis(diphenylphosphino)-1,1'-binaphthyl (0.507 g, 0.81 mmol) were dissolved in toluene (20 ml). The reaction flask was purged with nitrogen and diacetoxypalladium (0.061 g, 0.27 mmol) was added. The resulting suspension was stirred at 80 °C for 5 hours. The reaction mixture was diluted with EtOAc (100 mL) and washed with water (100 mL). The organic layer was dried over...